This data is from the Open Reaction Database (ORD), a public repository of structured organic reaction records. The task is: describe an organic reaction: reactants, conditions, products, and yield Starting materials: diester, C=O (formalin), C(O)([O-])=O.[K+] (potassium hydrogen carbonate), COC(CCC(C(=O)OC)C(=O)OC)OC (dimethyl 4,4-dimethoxybutane-1,1-dicarboxylate), ester. The product is OCC(CCC(OC)OC)(C(=O)OC)C(=O)OC (DIMETHYL 1-HYDROXY-5,5-DIMETHOXYPENTANE-2,2-DICARBOXYLATE). The yield is 95.0%. As a reaction SMILES: [CH3:1][O:2][CH:3]([O:15][CH3:16])[CH2:4][CH2:5][CH:6]([C:11]([O:13][CH3:14])=[O:12])[C:7]([O:9][CH3:10])=[O:8].C=O.[C:19](=O)([O-])[OH:20].[K+]>>[OH:20][CH2:19][C:6]([C:11]([O:13][CH3:14])=[O:12])([C:7]([O:9][CH3:10])=[O:8])[CH2:5][CH2:4][CH:3]([O:2][CH3:1])[O:15][CH3:16] |f:2.3|. Reported procedure: The hydroxymethylation of dimethyl 4,4-dimethoxybutane-1,1-dicarboxylate was carried out. The diester (23.4 g, 0.10 mol) was added dropwise to a mixture of formalin (8.1 ml, 0.10 mol) and potassium hydrogen carbonate (0.8 g, 8 mmol) over 20 min. The mixture was stirred at room temperature for 6 hours until the starting ester was completely consumed. A saturated aqueous solution of ammonium sulfate (35 ml) was added to the reaction mixture. The mixture was then extracted with three 60 ml portions... Yields the product C1(CCCC1)N1C(N(C(C=2C=NC=3C(=CC=CC3C21)OC)=O)CC)=S (1-Cyclopentyl-3-ethyl-7-methoxy-2-thioxo-2,3-dihydro-1H-pyrimido[5,4-c]quinolin-4-one). Reported procedure: 1-Cyclopentyl-3-ethyl-7-methoxy-2-thioxo-2,3-dihydro-1H-pyrimido[5,4-c]quinolin-4-one (12 mg) was prepared from 4-cyclopentylamino-8-methoxy-quinoline-3-carboxylic acid ethyl ester (0.10 mmol) (prepared as described in Example 1) and ethyl isothiocyanate (0.4 mmol) following a procedure similar to general procedure C. LCMS: m/z 356 [M+1]+. 1H NMR (400 MHz, CDCl3): δ 9.50 (s, 1H), 7.74 (d, 1H), 7.53 (t, 1H), 7.21 (d, 1H), 5.03 (p, 1H), 4.09 (s, 3H), 4.07 (q, 2H), 2.42 (m, 2H), 2.08 (m, 4H), 1.64 ... The yield is 33.8%. RXN SMILES: C([O:3][C:4]([C:6]1[CH:7]=[N:8][C:9]2[C:14]([C:15]=1[NH:16][CH:17]1[CH2:21][CH2:20][CH2:19][CH2:18]1)=[CH:13][CH:12]=[CH:11][C:10]=2[O:22][CH3:23])=O)C.[CH2:24]([N:26]=[C:27]=[S:28])[CH3:25]>>[CH:17]1([N:16]2[C:15]3[C:14]4[CH:13]=[CH:12][CH:11]=[C:10]([O:22][CH3:23])[C:9]=4[N:8]=[CH:7][C:6]=3[C:4](=[O:3])[N:26]([CH2:24][CH3:25])[C:27]2=[S:28])[CH2:18][CH2:19][CH2:20][CH2:21]1. Starting materials: C(C)OC(=O)C=1C=NC2=C(C=CC=C2C1NC1CCCC1)OC (4-cyclopentylamino-8-methoxy-quinoline-3-carboxylic acid ethyl ester), C(C)N=C=S (ethyl isothiocyanate). Starting materials: C(C)(C)[Si](N1C=C(C=C1)B(O)O)(C(C)C)C(C)C (1-(triisopropylsilyl)-1H-pyrrol-3-ylboronic acid), BrC=1SC=CN1 (2-bromo-1,3-thiazole), C([O-])([O-])=O.[K+].[K+] (potassium carbonate), tetrakis(triphenlyphosphine)palladium(0). Solvent: C1=CC=CC=C1.O.CO (benzene water methanol). Run at temperature 90 celsius. Product: C(C)(C)[Si](N1C=C(C=C1)C=1SC=CN1)(C(C)C)C(C)C (2-[1-(triisopropylsilyl)-1H-pyrrol-3-yl]-1,3-thiazole). Reaction SMILES: [CH:1]([Si:4]([CH:16]([CH3:18])[CH3:17])([CH:13]([CH3:15])[CH3:14])[N:5]1[CH:9]=[CH:8][C:7](B(O)O)=[CH:6]1)([CH3:3])[CH3:2].Br[C:20]1[S:21][CH:22]=[CH:23][N:24]=1.C(=O)([O-])[O-].[K+].[K+]>C1C=CC=CC=1.O.CO>[CH:1]([Si:4]([CH:16]([CH3:18])[CH3:17])([CH:13]([CH3:15])[CH3:14])[N:5]1[CH:9]=[CH:8][C:7]([C:20]2[S:21][CH:22]=[CH:23][N:24]=2)=[CH:6]1)([CH3:3])[CH3:2] |f:2.3.4,5.6.7|. Procedure: A solution of 1-(triisopropylsilyl)-1H-pyrrol-3-ylboronic acid (0.274 g, 0.46 mmol, based on presumed 45% yield of previous step), 2-bromo-1,3-thiazole (0.206 g, 1.2 mmol), potassium carbonate (0.1736, 1.2 mmol), tetrakis(triphenlyphosphine)palladium(0) (0.040 g, 0.035 mmol) in mixed solvent of benzene/water/methanol (10 mL/1 mL/1 mL), was degassed for 5 minutes, then refluxed at 90° C. for overnight. The reaction mixture was quenched with H2O (30 mL), then extracted with EtOAc (3×30 mL) and the...